Dataset: the Open Reaction Database (ORD), a public repository of structured organic reaction records. Task: describe an organic reaction: reactants, conditions, products, and yield The reactants are COC(=O)c1c(-c2ccc(F)cc2)oc2ncc(-c3cc(C(=O)OC(C)(C)C)ccc3C)cc12, C1CCOC1, CO, CCOC(C)=O, [Na+], [OH-]. The product is Cc1ccc(C(=O)OC(C)(C)C)cc1-c1cnc2oc(-c3ccc(F)cc3)c(C(=O)O)c2c1. Reaction SMILES: [C:3]([CH3:4])([CH3:5])([CH3:6])[O:7][C:8](=[O:9])[c:10]1[cH:11][cH:12][c:13]([CH3:36])[c:14](-[c:16]2[cH:17][c:18]3[c:19]([n:20][cH:21]2)[o:22][c:23](-[c:29]2[cH:30][cH:31][c:32]([F:35])[cH:33][cH:34]2)[c:24]3[C:25](=[O:26])[O:27][CH3:28])[cH:15]1.[CH2:39]1[O:40][CH2:41][CH2:42][CH2:43]1.[CH3:37][OH:38].[CH3:44][CH2:45][O:46][C:47]([CH3:48])=[O:49].[Na+:2].[OH-:1]>>[C:3]([CH3:4])([CH3:5])([CH3:6])[O:7][C:8](=[O:9])[c:10]1[cH:11][cH:12][c:13]([CH3:36])[c:14](-[c:16]2[cH:17][c:18]3[c:19]([n:20][cH:21]2)[o:22][c:23](-[c:29]2[cH:30][cH:31][c:32]([F:35])[cH:33][cH:34]2)[c:24]3[C:25](=[O:26])[OH:27])[cH:15]1. Starting materials: FC=1C=C(C=CC1)NC1=NC=C(C(=N1)NCCC)C#C[Si](C)(C)C (N2-(3-fluorophenyl)-N4-propyl-5-((trimethylsilyl)ethynyl)pyrimidine-2,4-diamine), C([O-])([O-])=O.[K+].[K+] (potassium carbonate), C(C)(=O)OCC (ethyl acetate), [Cl-].[NH4+] (ammonium chloride). Run in CO (methanol), O1CCCC1 (tetrahydrofuran). Reaction conditions: time 30 minute. Product: C(#C)C=1C(=NC(=NC1)NC1=CC(=CC=C1)F)NCCC (5-ethynyl-N2-(3-fluorophenyl)-N4-propylpyrimidine-2,4-diamine). The yield is 56.3%. As a reaction SMILES: [F:1][C:2]1[CH:3]=[C:4]([NH:8][C:9]2[N:14]=[C:13]([NH:15][CH2:16][CH2:17][CH3:18])[C:12]([C:19]#[C:20][Si](C)(C)C)=[CH:11][N:10]=2)[CH:5]=[CH:6][CH:7]=1.C(=O)([O-])[O-].[K+].[K+].C(OCC)(=O)C.[Cl-].[NH4+]>CO.O1CCCC1>[C:19]([C:12]1[C:13]([NH:15][CH2:16][CH2:17][CH3:18])=[N:14][C:9]([NH:8][C:4]2[CH:5]=[CH:6][CH:7]=[C:2]([F:1])[CH:3]=2)=[N:10][CH:11]=1)#[CH:20] |f:1.2.3,5.6|. Procedure details: To a solution of N2-(3-fluorophenyl)-N4-propyl-5-((trimethylsilyl)ethynyl)pyrimidine-2,4-diamine (S1, 509 mg) in methanol (10 mL) and tetrahydrofuran (10 mL), potassium carbonate (246 mg) was added at room temperature, and the mixture was stirred at the same temperature for 30 minutes. To the reaction mixture, ethyl acetate and saturated aqueous ammonium chloride were added. The organic layer was separated, washed successively with saturated aqueous ammonium chloride and saturated aqueous sodium... The reactants are [C-]#N.[Na+] (sodium cyanide), S([O-])(O)=O.[Na+] (sodium bisulfite), C(C)=O (acetaldehyde), C(C)(C)(C)N (tert-butylamine). The solvent is O (water), O (water). Reaction conditions: time 1 hour. Product: C(C)(C)(C)NC(C#N)C (2-tert-butylaminopropionitrile). The yield is 58.3%. Reaction SMILES: S(=O)(O)[O-].[Na+].[CH:6](=O)[CH3:7].[C:9]([NH2:13])([CH3:12])([CH3:11])[CH3:10].[C-:14]#[N:15].[Na+]>O>[C:9]([NH:13][CH:6]([CH3:7])[C:14]#[N:15])([CH3:12])([CH3:11])[CH3:10] |f:0.1,4.5|. Reported procedure: A solution of 106 g of sodium bisulfite in 250 ml of water is combined with 44 g of acetaldehyde and the mixture is stirred for one hour at 60°-65° C. The mixture is then cooled to room temperature, 73.1 g of tert-butylamine is added dropwise thereto, and the mixture is stirred for 2 hours at room temperature. Then a solution of 150 g of sodium cyanide in 160 ml of water is added to the reaction mixture, and the latter is stirred for another 2 hours and then allowed to stand at room temperature ... Starting materials: C(C)(=O)OCC (ethyl acetate), Cl.COC([C@@H](N)CC1=CC=CC=C1)=O (L-phenylalanine methyl ester hydrochloride), FC(C(=O)N[C@H]1CC(=O)OC1=O)(F)F (N-trifluoroacetyl-L-aspartic anhydride), C(C)(=O)[O-].[Na+] (sodium acetate). Yields the product COC([C@@H](NC([C@@H](NC(C(F)(F)F)=O)CC(O)=O)=O)CC1=CC=CC=C1)=O (N-trifluoroacetyl-α-L-aspartyl-L-phenylalanine methyl ester). Yield: 78.5%. Reaction SMILES: C(OCC)(=O)C.[F:7][C:8]([F:20])([F:19])[C:9]([NH:11][C@@H:12]1[C:17](=[O:18])[O:16][C:14](=[O:15])[CH2:13]1)=[O:10].C([O-])(=O)C.[Na+].Cl.[CH3:27][O:28][C:29](=[O:39])[C@H:30]([CH2:32][C:33]1[CH:38]=[CH:37][CH:36]=[CH:35][CH:34]=1)[NH2:31]>>[CH3:27][O:28][C:29](=[O:39])[C@H:30]([CH2:32][C:33]1[CH:38]=[CH:37][CH:36]=[CH:35][CH:34]=1)[NH:31][C:17](=[O:18])[C@H:12]([CH2:13][C:14](=[O:15])[OH:16])[NH:11][C:9](=[O:10])[C:8]([F:20])([F:19])[F:7] |f:2.3,4.5|. Reported procedure: In 84.4 g of ethyl acetate 21.1 g (0.1 mole) of N-trifluoroacetyl-L-aspartic anhydride was suspended, and 9.2 g (0.11 mole) of sodium acetate was added at -5 - 0° C. with stirring, and 21.6 g (0.1 mole) of L-phenylalanine methyl ester hydrochloride was added at the same temperature. The mixture was reacted for 3 hours with stirring at the same temperature and concentrated under reduced pressure. Thereafter 63.3 g of acetic acid was added and stirred for an hour at 15°-20° C. Precipitated crystal...